The task is: describe an organic reaction: reactants, conditions, products, and yield. This data is from the Open Reaction Database (ORD), a public repository of structured organic reaction records. Reactants: [BH4-], C1CCOC1, Cc1ccccc1CN(c1ccc(C#N)c(Cl)c1)C1CC(=O)N(CC=O)C1, [Na+]. Product: Cc1ccccc1CN(c1ccc(C#N)c(Cl)c1)C1CC(=O)N(CCO)C1. As a reaction SMILES: [BH4-:28].[CH2:30]1[O:31][CH2:32][CH2:33][CH2:34]1.[Cl:1][c:2]1[c:3]([C:4]#[N:5])[cH:6][cH:7][c:8]([N:10]([CH:11]2[CH2:12][N:13]([CH2:17][CH:18]=[O:19])[C:14](=[O:16])[CH2:15]2)[CH2:20][c:21]2[c:22]([CH3:27])[cH:23][cH:24][cH:25][cH:26]2)[cH:9]1.[Na+:29]>>[Cl:1][c:2]1[c:3]([C:4]#[N:5])[cH:6][cH:7][c:8]([N:10]([CH:11]2[CH2:12][N:13]([CH2:17][CH2:18][OH:19])[C:14](=[O:16])[CH2:15]2)[CH2:20][c:21]2[c:22]([CH3:27])[cH:23][cH:24][cH:25][cH:26]2)[cH:9]1. Reactants: C(#N)C1(CC1)NC(=O)[C@H]1NC[C@@H](C1)S(=O)(=O)C1=CC=C(C)C=C1 ((2S,4R)-N-(1-cyanocyclopropyl)-4-tosylpyrrolidine-2-carboxamide), C(C)OC(=O)N1CCC(CC1)N1C(CC1)C(=O)[O-].[Li+] (lithium 1-(1-(ethoxycarbonyl)piperidin-4-yl)azetidine-2-carboxylate). The product is C(#N)C1(CC1)NC(=O)[C@H]1N(C[C@@H](C1)S(=O)(=O)C1=CC=C(C)C=C1)C(=O)C1N(CC1)C1CCN(CC1)C(=O)OCC (ethyl 4-(2-((2S,4R)-2-(1-cyanocyclopropylcarbamoyl)-4-tosylpyrrolidine-1-carbonyl)azetidin-1-yl)piperidine-1-carboxylate), solid. Isolated yield 70.0%. RXN SMILES: [C:1]([C:3]1([NH:6][C:7]([C@@H:9]2[CH2:13][C@@H:12]([S:14]([C:17]3[CH:23]=[CH:22][C:20]([CH3:21])=[CH:19][CH:18]=3)(=[O:16])=[O:15])[CH2:11][NH:10]2)=[O:8])[CH2:5][CH2:4]1)#[N:2].[CH2:24]([O:26][C:27]([N:29]1[CH2:34][CH2:33][CH:32]([N:35]2[CH2:38][CH2:37][CH:36]2[C:39]([O-])=[O:40])[CH2:31][CH2:30]1)=[O:28])[CH3:25].[Li+]>>[C:1]([C:3]1([NH:6][C:7]([C@@H:9]2[CH2:13][C@@H:12]([S:14]([C:17]3[CH:18]=[CH:19][C:20]([CH3:21])=[CH:22][CH:23]=3)(=[O:16])=[O:15])[CH2:11][N:10]2[C:39]([CH:36]2[CH2:37][CH2:38][N:35]2[CH:32]2[CH2:31][CH2:30][N:29]([C:27]([O:26][CH2:24][CH3:25])=[O:28])[CH2:34][CH2:33]2)=[O:40])=[O:8])[CH2:5][CH2:4]1)#[N:2] |f:1.2|. Reported procedure: The reaction of (2S,4R)-N-(1-cyanocyclopropyl)-4-tosylpyrrolidine-2-carboxamide 7G and lithium 1-(1-(ethoxycarbonyl)piperidin-4-yl)azetidine-2-carboxylate 20J carried out according to the general procedure L yielded ethyl 4-(2-((2S,4R)-2-(1-cyanocyclopropylcarbamoyl)-4-tosylpyrrolidine-1-carbonyl)azetidin-1-yl)piperidine-1-carboxylate 1:1 epimers as a white solid (70%). MS ISP (m/e): 572.2 (100) [(M+H)]+.